The task is: describe an organic reaction: reactants, conditions, products, and yield. This data is from the Open Reaction Database (ORD), a public repository of structured organic reaction records. Reactants: N (ammonia), [Cl-].[NH4+] (ammonium chloride), BrCC=C (3-bromo-1-propene), [NH2-].[Na+] (sodium amide), C1(=CC=CC=C1)CC1=CC=CC=C1 (diphenylmethane), product. The solvent is C(C)OCC (diethyl ether), C(C)OCC (diethyl ether), O (water). Reaction conditions: time 45 minute. Product: C1(=CC=CC=C1)C(CC=C)C1=CC=CC=C1 (4,4-diphenyl-1-butene). RXN SMILES: N.[NH2-].[Na+].[C:4]1([CH2:10][C:11]2[CH:16]=[CH:15][CH:14]=[CH:13][CH:12]=2)[CH:9]=[CH:8][CH:7]=[CH:6][CH:5]=1.Br[CH2:18][CH:19]=[CH2:20].[Cl-].[NH4+]>O.C(OCC)C>[C:4]1([CH:10]([C:11]2[CH:12]=[CH:13][CH:14]=[CH:15][CH:16]=2)[CH2:20][CH:19]=[CH2:18])[CH:9]=[CH:8][CH:7]=[CH:6][CH:5]=1 |f:1.2,5.6|. Procedure details: A solution of 1.5 1. of liquid ammonia containing 19.5 g. of sodium amide was stirred while a solution of 84.1 g. of diphenylmethane dissolved in 200 ml. of diethyl ether was added dropwise over about 30 minutes. The reaction mixture was stirred for 45 minutes after the addition was completed. A solution of 60.5 g. of 3-bromo-1-propene in 50 ml. of diethyl ether was then added to the reaction mixture, after which time the mixture was stirred for twelve hours. A saturated aqueous solution of ammo... Starting materials: BrCc1ccccc1, O=C([O-])[O-], CC(C)(C)OC(=O)N1CCC(C(=O)O)CC1, [K+], [K+], CN(C)C=O. Yields the product CC(C)(C)OC(=O)N1CCC(C(=O)OCc2ccccc2)CC1. RXN SMILES: [Br:23][CH2:24][c:25]1[cH:26][cH:27][cH:28][cH:29][cH:30]1.[C:17](=[O:18])([O-:19])[O-:20].[C:1]([CH3:2])([CH3:3])([CH3:4])[O:5][C:6](=[O:7])[N:8]1[CH2:9][CH2:10][CH:11]([C:14](=[O:15])[OH:16])[CH2:12][CH2:13]1.[K+:21].[K+:22].[O:31]=[CH:32][N:33]([CH3:34])[CH3:35]>>[C:1]([CH3:2])([CH3:3])([CH3:4])[O:5][C:6](=[O:7])[N:8]1[CH2:9][CH2:10][CH:11]([C:14]([O:15][CH2:24][c:25]2[cH:26][cH:27][cH:28][cH:29][cH:30]2)=[O:16])[CH2:12][CH2:13]1. Starting materials: CCNCCOCCOc1cccc(-c2ccsc2)c1, CCN, NC1CC1, FCCNCCOCCOc1cccc(-c2ccsc2)c1, NCCF. The product is c1cc(OCCOCCNC2CC2)cc(-c2ccsc2)c1. RXN SMILES: [CH2:12]([NH:13][CH2:15][CH2:16][O:17][CH2:18][CH2:19][O:20][c:21]1[cH:22][c:23](-[c:27]2[cH:28][s:29][cH:30][cH:31]2)[cH:24][cH:25][cH:26]1)[CH3:14].[CH3:1][CH2:2][NH2:3].[CH:8]1([NH2:11])[CH2:9][CH2:10]1.[F:32][CH2:33][CH2:34][NH:35][CH2:36][CH2:37][O:38][CH2:39][CH2:40][O:41][c:42]1[cH:43][cH:44][cH:45][c:46](-[c:47]2[cH:48][cH:49][s:50][cH:51]2)[cH:52]1.[F:4][CH2:5][CH2:6][NH2:7]>>[CH:8]1([NH:11][CH2:15][CH2:16][O:17][CH2:18][CH2:19][O:20][c:21]2[cH:22][c:23](-[c:27]3[cH:28][s:29][cH:30][cH:31]3)[cH:24][cH:25][cH:26]2)[CH2:9][CH2:10]1. The reactants are Fc1ccc2c(-c3ccc(OCCCBr)cc3)noc2c1, O=C([O-])[O-], CC#N, NCc1ccccc1Cl, [I-], [K+], [K+], [K+]. The product is Fc1ccc2c(-c3ccc(OCCCNCc4ccccc4Cl)cc3)noc2c1. Reaction SMILES: [Br:1][CH2:2][CH2:3][CH2:4][O:5][c:6]1[cH:7][cH:8][c:9](-[c:12]2[n:13][o:14][c:15]3[c:16]2[cH:17][cH:18][c:19]([F:21])[cH:20]3)[cH:10][cH:11]1.[C:31](=[O:32])([O-:33])[O-:34].[CH3:39][C:40]#[N:41].[Cl:22][c:23]1[c:24]([CH2:25][NH2:26])[cH:27][cH:28][cH:29][cH:30]1.[I-:38].[K+:35].[K+:36].[K+:37]>>[CH2:2]([CH2:3][CH2:4][O:5][c:6]1[cH:7][cH:8][c:9](-[c:12]2[n:13][o:14][c:15]3[c:16]2[cH:17][cH:18][c:19]([F:21])[cH:20]3)[cH:10][cH:11]1)[NH:26][CH2:25][c:24]1[c:23]([Cl:22])[cH:30][cH:29][cH:28][cH:27]1. Reactants: CC(=O)O, Cn1cnc(S(=O)(=O)Nc2nc3ccccc3nc2Cl)c1, COC(=O)c1ccc(OC)cc1N, O. Product: COC(=O)c1ccc(OC)cc1Nc1nc2ccccc2nc1NS(=O)(=O)c1cn(C)cn1. As a reaction SMILES: [CH3:35][C:36](=[O:37])[OH:38].[Cl:1][c:2]1[c:3]([NH:12][S:13](=[O:14])(=[O:15])[c:16]2[n:17][cH:18][n:19]([CH3:21])[cH:20]2)[n:4][c:5]2[cH:6][cH:7][cH:8][cH:9][c:10]2[n:11]1.[NH2:22][c:23]1[c:24]([C:25](=[O:26])[O:27][CH3:28])[cH:29][cH:30][c:31]([O:33][CH3:34])[cH:32]1.[OH2:39]>>[c:2]1([NH:22][c:23]2[c:24]([C:25](=[O:26])[O:27][CH3:28])[cH:29][cH:30][c:31]([O:33][CH3:34])[cH:32]2)[c:3]([NH:12][S:13](=[O:14])(=[O:15])[c:16]2[n:17][cH:18][n:19]([CH3:21])[cH:20]2)[n:4][c:5]2[cH:6][cH:7][cH:8][cH:9][c:10]2[n:11]1. The reactants are O=C([O-])[O-], CCN1CCNCC1, CN(C)C=O, [K+], [K+], Nc1cc2ccccc2c(Br)n1. The product is CCN1CCN(c2nc(N)cc3ccccc23)CC1. Reaction SMILES: [C:21](=[O:22])([O-:23])[O-:24].[CH2:13]([CH3:14])[N:15]1[CH2:16][CH2:17][NH:18][CH2:19][CH2:20]1.[CH3:27][N:28]([CH3:29])[CH:30]=[O:31].[K+:25].[K+:26].[NH2:1][c:2]1[n:3][c:4]([Br:12])[c:5]2[cH:6][cH:7][cH:8][cH:9][c:10]2[cH:11]1>>[NH2:1][c:2]1[n:3][c:4]([N:18]2[CH2:17][CH2:16][N:15]([CH2:13][CH3:14])[CH2:20][CH2:19]2)[c:5]2[cH:6][cH:7][cH:8][cH:9][c:10]2[cH:11]1. Reactants: Cl (HCl), S1N=C(C=N1)C(=O)NNC(=O)OC(C)(C)C (1,1-dimethylethyl 2-(1,2,5-thiadiazol-3-ylcarbonyl)hydrazinecarboxylate). Solvent: O1CCOCC1 (1,4-dioxane). Reaction conditions: time 7 hour. Product: S1N=C(C=N1)C(=O)NN (1,2,5-Thiadiazole-3-carbohydrazide). Reaction SMILES: Cl.[S:2]1[N:6]=[CH:5][C:4]([C:7]([NH:9][NH:10]C(OC(C)(C)C)=O)=[O:8])=[N:3]1>O1CCOCC1>[S:2]1[N:6]=[CH:5][C:4]([C:7]([NH:9][NH2:10])=[O:8])=[N:3]1. Procedure details: 4M HCl (6.60 ml, 26.4 mmol) in 1,4-dioxane was added to 1,1-dimethylethyl 2-(1,2,5-thiadiazol-3-ylcarbonyl)hydrazinecarboxylate (I118) (1.29 g, 5.28 mmol). The reaction mixture was stirred at room temperature for 7 h. The solvent was evaporated under reduced pressure. The crude product was purified by SCX cartridge (2 batches of 500 mg each—MeOH/2M NH3 in MeOH to afford the desired product in 361.4 mg as a white powder. The reactants are BrC=1C2=C(C(=NC1)NCC1=CC=C(C=C1)OC)C1=C(S2)C=CC(=C1)Cl (4-bromo-8-chloro-N-(4-methoxybenzyl)[1]benzothieno[3,2-c]pyridine-1-amine), CN(C)C=O (DMF), O (H2O). The reagents and catalysts are [C-]#N.[C-]#N.[Zn+2] (Zn(CN)2), C=1C=CC(=CC1)[P](C=2C=CC=CC2)(C=3C=CC=CC3)[Pd]([P](C=4C=CC=CC4)(C=5C=CC=CC5)C=6C=CC=CC6)([P](C=7C=CC=CC7)(C=8C=CC=CC8)C=9C=CC=CC9)[P](C=1C=CC=CC1)(C=1C=CC=CC1)C=1C=CC=CC1 (Pd(Ph3P)4). Conditions: time 10 minute. The product is ClC=1C=CC2=C(C1)C=1C(=NC=C(C1S2)C#N)NCC2=CC=C(C=C2)OC (8-Chloro-1-[(4-methoxybenzyl)amino][1]benzothieno[3,2-c]pyridine-4-carbonitrile). Reaction SMILES: Br[C:2]1[C:3]2[S:20][C:19]3[CH:21]=[CH:22][C:23]([Cl:25])=[CH:24][C:18]=3[C:4]=2[C:5]([NH:8][CH2:9][C:10]2[CH:15]=[CH:14][C:13]([O:16][CH3:17])=[CH:12][CH:11]=2)=[N:6][CH:7]=1.O.[CH3:27][N:28](C=O)C>[C-]#N.[C-]#N.[Zn+2].C1C=CC([P]([Pd]([P](C2C=CC=CC=2)(C2C=CC=CC=2)C2C=CC=CC=2)([P](C2C=CC=CC=2)(C2C=CC=CC=2)C2C=CC=CC=2)[P](C2C=CC=CC=2)(C2C=CC=CC=2)C2C=CC=CC=2)(C2C=CC=CC=2)C2C=CC=CC=2)=CC=1>[Cl:25][C:23]1[CH:22]=[CH:21][C:19]2[S:20][C:3]3[C:2]([C:27]#[N:28])=[CH:7][N:6]=[C:5]([NH:8][CH2:9][C:10]4[CH:15]=[CH:14][C:13]([O:16][CH3:17])=[CH:12][CH:11]=4)[C:4]=3[C:18]=2[CH:24]=1 |f:3.4.5,^1:40,42,61,80|. Procedure details: A mixture containing 4-bromo-8-chloro-N-(4-methoxybenzyl)[1]benzothieno[3,2-c]pyridine-1-amine, Zn(CN)2 (1.2 equiv) and Pd(Ph3P)4 (0.1 equiv) in DMF (0.1 M) was placed in microwave reactor at 150° C. for 10 min. The reaction was poured into H2O, filtered and washed with MeOH.